This data is from the Open Reaction Database (ORD), a public repository of structured organic reaction records. The task is: describe an organic reaction: reactants, conditions, products, and yield The product is OC1CCC(Nc2ccc3ncc(-c4ccnc(-c5ccoc5)c4)n3c2)CC1. Starting materials: O=C([O-])[O-], CCO, OC1CCC(Nc2ccc3ncc(-c4ccnc(Cl)c4)n3c2)CC1, [Na+], [Na+], O, OB(O)c1ccoc1. As a reaction SMILES: [C:33](=[O:34])([O-:35])[O-:36].[CH3:39][CH2:40][OH:41].[Cl:1][c:2]1[n:3][cH:4][cH:5][c:6](-[c:8]2[cH:9][n:10][c:11]3[n:12]2[cH:13][c:14]([NH:17][CH:18]2[CH2:19][CH2:20][CH:21]([OH:24])[CH2:22][CH2:23]2)[cH:15][cH:16]3)[cH:7]1.[Na+:37].[Na+:38].[OH2:42].[o:25]1[cH:26][c:27]([B:30]([OH:31])[OH:32])[cH:28][cH:29]1>>[c:2]1(-[c:27]2[cH:26][o:25][cH:29][cH:28]2)[n:3][cH:4][cH:5][c:6](-[c:8]2[cH:9][n:10][c:11]3[n:12]2[cH:13][c:14]([NH:17][CH:18]2[CH2:19][CH2:20][CH:21]([OH:24])[CH2:22][CH2:23]2)[cH:15][cH:16]3)[cH:7]1. Reactants: [BH4-], CO, [N-]=[N+]=NC1Cc2c(F)cccc2C1=O, [Na+]. Yields the product [N-]=[N+]=NC1Cc2c(F)cccc2C1O. Reaction SMILES: [BH4-:15].[CH3:17][OH:18].[N:1](=[N+:2]=[N-:3])[CH:4]1[C:5](=[O:14])[c:6]2[cH:7][cH:8][cH:9][c:10]([F:13])[c:11]2[CH2:12]1.[Na+:16]>>[N:1](=[N+:2]=[N-:3])[CH:4]1[CH:5]([OH:14])[c:6]2[cH:7][cH:8][cH:9][c:10]([F:13])[c:11]2[CH2:12]1. The reactants are [OH-].[Na+] (sodium hydroxide), C1(CC1)CN(C1=CC=C(C(=O)OCC)C=C1)C1=CC=2CCCC3CCCC(=C1)C23 (ethyl 4-[N-cyclopropylmethyl-(5,6,6a,7,8,9-hexahydro-4H-2-phenalenyl)amino]benzoate), Cl (hydrochloric acid). Run in C(C)O (ethanol). Run at temperature 50 celsius, time 8 hour. The product is C1(CC1)CN(C1=CC=C(C(=O)O)C=C1)C1=CC=2CCCC3CCCC(=C1)C23 (4-[N-Cyclopropylmethyl-(5,6,6a,7,8,9-hexahydro-4H-2-phenalenyl)amino]benzoic acid). Isolated yield 81.5%. As a reaction SMILES: [CH:1]1([CH2:4][N:5]([C:17]2[CH:28]=[C:27]3[C:29]4[CH:23]([CH2:24][CH2:25][CH2:26]3)[CH2:22][CH2:21][CH2:20][C:19]=4[CH:18]=2)[C:6]2[CH:16]=[CH:15][C:9]([C:10]([O:12]CC)=[O:11])=[CH:8][CH:7]=2)[CH2:3][CH2:2]1.[OH-].[Na+].Cl>C(O)C>[CH:1]1([CH2:4][N:5]([C:17]2[CH:18]=[C:19]3[C:29]4[CH:23]([CH2:22][CH2:21][CH2:20]3)[CH2:24][CH2:25][CH2:26][C:27]=4[CH:28]=2)[C:6]2[CH:7]=[CH:8][C:9]([C:10]([OH:12])=[O:11])=[CH:15][CH:16]=2)[CH2:3][CH2:2]1 |f:1.2|. Reported procedure: A suspension of ethyl 4-[N-cyclopropylmethyl-(5,6,6a,7,8,9-hexahydro-4H-2-phenalenyl)amino]benzoate (0.037 g) in ethanol (5 ml) was added with 20% aqueous sodium hydroxide (1 ml), and the mixture was stirred overnight at 50° C. The reaction mixture was left to cool and then made acidic with 2 N aqueous hydrochloric acid, and the mixture was extracted with chloroform. The organic layer was washed with saturated brine, and dried over anhydrous sodium sulfate. The organic layer was concentrated und... The reactants are C1CCOC1, C=C[Mg+], [Cl-], [Cl-], O=Cc1cccc(Cl)c1O, [NH4+]. Product: C=CC(O)c1cccc(Cl)c1O. Reaction SMILES: [CH2:17]1[O:18][CH2:19][CH2:20][CH2:21]1.[CH:12](=[CH2:13])[Mg+:14].[Cl-:11].[Cl-:15].[Cl:1][c:2]1[c:3]([OH:10])[c:4]([CH:5]=[O:6])[cH:7][cH:8][cH:9]1.[NH4+:16]>>[Cl:1][c:2]1[c:3]([OH:10])[c:4]([CH:5]([OH:6])[CH:12]=[CH2:13])[cH:7][cH:8][cH:9]1.